Task: describe an organic reaction: reactants, conditions, products, and yield. Dataset: the Open Reaction Database (ORD), a public repository of structured organic reaction records The reactants are OC(C(C)(C)C)C=1N=C(N(C1C#N)CC1=CC=C(C=C1)C1=C(C=CC=C1)C1=NN=NN1C(C1=CC=CC=C1)(C1=CC=CC=C1)C1=CC=CC=C1)CCC (4-(1-hydroxy-2,2-dimethyl propyl)-2-propyl-1-{4-[2-(trityltetrazol-5-yl)phenyl]phenyl}methylimidazole-5-carbonitrile), C(C)(=O)O (acetic acid). Solvent: O (water). Conditions: temperature 60 celsius, time 2 hour. The product is OC(C(C)(C)C)C=1N=C(N(C1C#N)CC1=CC=C(C=C1)C1=C(C=CC=C1)C1=NN=NN1)CCC (4-(1-Hydroxy-2,2-dimethylpropyl)-2-propyl-1-{4-[2-(tetrazol-5-yl)phenyl]phenyl}methylimidazole-5-carbonitrile). Yield: 99.3%. RXN SMILES: [OH:1][CH:2]([C:7]1[N:8]=[C:9]([CH2:51][CH2:52][CH3:53])[N:10]([CH2:14][C:15]2[CH:20]=[CH:19][C:18]([C:21]3[CH:26]=[CH:25][CH:24]=[CH:23][C:22]=3[C:27]3[N:31](C(C4C=CC=CC=4)(C4C=CC=CC=4)C4C=CC=CC=4)[N:30]=[N:29][N:28]=3)=[CH:17][CH:16]=2)[C:11]=1[C:12]#[N:13])[C:3]([CH3:6])([CH3:5])[CH3:4].C(O)(=O)C>O>[OH:1][CH:2]([C:7]1[N:8]=[C:9]([CH2:51][CH2:52][CH3:53])[N:10]([CH2:14][C:15]2[CH:20]=[CH:19][C:18]([C:21]3[CH:26]=[CH:25][CH:24]=[CH:23][C:22]=3[C:27]3[NH:31][N:30]=[N:29][N:28]=3)=[CH:17][CH:16]=2)[C:11]=1[C:12]#[N:13])[C:3]([CH3:6])([CH3:4])[CH3:5]. Reported procedure: A suspension of 1.65 g of 4-(1-hydroxy-2,2-dimethyl propyl)-2-propyl-1-{4-[2-(trityltetrazol-5-yl)phenyl]phenyl}methylimidazole-5-carbonitrile [prepared as described in step (b) above] in 24 ml of 75% v/v aqueous acetic acid was stirred at 60° C. for 2 hours. At the end of this time, 6 ml of water was added to the reaction mixture, which was then cooled with ice. The trityl alcohol which precipitated was removed by filtration, and the filtrate was concentrated by evaporation under reduced pressu... The reactants are BrC1=NC(=C(C(=N1)OC1=CC(=C(C=C1)F)C(F)(F)F)N)OC1=CC(=C(C=C1)F)C(F)(F)F (2-Bromo-4,6-bis-(4-fluoro-3-trifluoromethyl-phenoxy)-pyrimidin-5-ylamine), CN(C)C=1C=C(C=CC1)B(O)O (3-(N,N-dimethylamino)phenylboronic acid), [O-]P(=O)([O-])[O-].[K+].[K+].[K+] (K3PO4), 2-dicyclohexyl-phosphino-2′,6′-dimethoxybiphenyl. Reagents/catalysts: C=1C=CC(=CC1)/C=C/C(=O)/C=C/C2=CC=CC=C2.C=1C=CC(=CC1)/C=C/C(=O)/C=C/C2=CC=CC=C2.C=1C=CC(=CC1)/C=C/C(=O)/C=C/C2=CC=CC=C2.[Pd].[Pd] (tris(dibenzylideneacetone)dipalladium). The solvent is C1(=CC=CC=C1)C (toluene), C(C)OCC (diethylether). Run at temperature 75 celsius. Yields the product CN(C=1C=C(C=CC1)C1=NC(=C(C(=N1)OC1=CC(=C(C=C1)F)C(F)(F)F)N)OC1=CC(=C(C=C1)F)C(F)(F)F)C (2-(3-Dimethylamino-phenyl)-4,6-bis-(4-fluoro-3-trifluoromethyl-phenoxy)-pyrimidin-5-ylamine). Isolated yield 59.8%. RXN SMILES: Br[C:2]1[N:7]=[C:6]([O:8][C:9]2[CH:14]=[CH:13][C:12]([F:15])=[C:11]([C:16]([F:19])([F:18])[F:17])[CH:10]=2)[C:5]([NH2:20])=[C:4]([O:21][C:22]2[CH:27]=[CH:26][C:25]([F:28])=[C:24]([C:29]([F:32])([F:31])[F:30])[CH:23]=2)[N:3]=1.[CH3:33][N:34]([C:36]1[CH:37]=[C:38](B(O)O)[CH:39]=[CH:40][CH:41]=1)[CH3:35].[O-]P([O-])([O-])=O.[K+].[K+].[K+]>C1(C)C=CC=CC=1.C(OCC)C.C1C=CC(/C=C/C(/C=C/C2C=CC=CC=2)=O)=CC=1.C1C=CC(/C=C/C(/C=C/C2C=CC=CC=2)=O)=CC=1.C1C=CC(/C=C/C(/C=C/C2C=CC=CC=2)=O)=CC=1.[Pd].[Pd]>[CH3:33][N:34]([CH3:35])[C:36]1[CH:41]=[C:40]([C:2]2[N:7]=[C:6]([O:8][C:9]3[CH:14]=[CH:13][C:12]([F:15])=[C:11]([C:16]([F:19])([F:18])[F:17])[CH:10]=3)[C:5]([NH2:20])=[C:4]([O:21][C:22]3[CH:27]=[CH:26][C:25]([F:28])=[C:24]([C:29]([F:32])([F:31])[F:30])[CH:23]=3)[N:3]=2)[CH:39]=[CH:38][CH:37]=1 |f:2.3.4.5,8.9.10.11.12|. Procedure details: 23 g of 2-Bromo-4,6-bis-(4-fluoro-3-trifluoromethyl-phenoxy)-pyrimidin-5-ylamine are dissolved under nitrogen together with 10.7 g of 3-(N,N-dimethylamino)phenylboronic acid, 0.4 g of tris(dibenzylideneacetone)dipalladium, 27.5 g of K3PO4 and 0.7 g of 2-dicyclohexyl-phosphino-2′,6′-dimethoxybiphenyl in 450 ml of toluene. The mixture is heated at 75° C. for 24 h, diluted with diethylether, washed with water and then dried over MgSO4. The solvents are removed under vacuum. 14.8 g of the title comp...